Dataset: the Open Reaction Database (ORD), a public repository of structured organic reaction records. Task: describe an organic reaction: reactants, conditions, products, and yield Starting materials: FC1=CC=C(C=C1)[C@@H](CN(S(=O)(=O)C1=CC=C(C=C1)[N+](=O)[O-])C)NC1=NC(=NC2=C(C=CC=C12)C(=O)OC)C (methyl 4-[((1S)-1-(4-fluorophenyl)-2-{methyl[(4-nitrophenyl)sulfonyl]-amino}ethyl)amino]-2-methylquinazoline-8-carboxylate), N (ammonia). Reaction conditions: temperature 70 celsius, time 8 hour. Yields the product FC1=CC=C(C=C1)[C@@H](CN(S(=O)(=O)C1=CC=C(C=C1)[N+](=O)[O-])C)NC1=NC(=NC2=C(C=CC=C12)C(=O)N)C (4-[((1S)-1-(4-Fluorophenyl)-2-{methyl[(4-nitrophenyl)sulfonyl]amino}ethyl)amino]-2-methylquinazoline-8-carboxamide). RXN SMILES: [F:1][C:2]1[CH:7]=[CH:6][C:5]([C@H:8]([NH:24][C:25]2[C:34]3[C:29](=[C:30]([C:35]([O:37]C)=O)[CH:31]=[CH:32][CH:33]=3)[N:28]=[C:27]([CH3:39])[N:26]=2)[CH2:9][N:10]([CH3:23])[S:11]([C:14]2[CH:19]=[CH:18][C:17]([N+:20]([O-:22])=[O:21])=[CH:16][CH:15]=2)(=[O:13])=[O:12])=[CH:4][CH:3]=1.[NH3:40]>>[F:1][C:2]1[CH:7]=[CH:6][C:5]([C@H:8]([NH:24][C:25]2[C:34]3[C:29](=[C:30]([C:35]([NH2:40])=[O:37])[CH:31]=[CH:32][CH:33]=3)[N:28]=[C:27]([CH3:39])[N:26]=2)[CH2:9][N:10]([CH3:23])[S:11]([C:14]2[CH:15]=[CH:16][C:17]([N+:20]([O-:22])=[O:21])=[CH:18][CH:19]=2)(=[O:12])=[O:13])=[CH:4][CH:3]=1. Reported procedure: Crude methyl 4-[((1S)-1-(4-fluorophenyl)-2-{methyl[(4-nitrophenyl)sulfonyl]-amino}ethyl)amino]-2-methylquinazoline-8-carboxylate (177 mg; 0.32 mmol) was treated with methanolic ammonia (10 ml, 7M), and stirred at 70° C. overnight. The reaction mixture was concentrated to provide the desired crude intermediate. (M+H) 539.1 Starting materials: CN1C(CCC2=CC(=CC=C12)B1OC(C(O1)(C)C)(C)C)=O (1-methyl-6-(4,4,5,5-tetramethyl-[1,3,2]dioxaborolan-2-yl)-3,4-dihydro-1H-quinolin-2-one), BrC=1C(=C(C=NC1)CN[S@](=O)C(C)(C)C)Cl ((R)—N-((5-bromo-4-chloropyridin-3-yl)methyl)-2-methylpropane-2-sulfinamide). Yields the product ClC1=C(C=NC=C1C=1C=C2CCC(N(C2=CC1)C)=O)CN[S@](=O)C(C)(C)C ((R)-2-Methyl-propane-2-sulfinic acid [4-chloro-5-(1-methyl-2-oxo-1,2,3,4-tetrahydro-quinolin-6-yl)-pyridin-3-ylmethyl]-amide). Reaction SMILES: [CH3:1][N:2]1[C:11]2[C:6](=[CH:7][C:8](B3OC(C)(C)C(C)(C)O3)=[CH:9][CH:10]=2)[CH2:5][CH2:4][C:3]1=[O:21].Br[C:23]1[C:24]([Cl:37])=[C:25]([CH2:29][NH:30][S@@:31]([C:33]([CH3:36])([CH3:35])[CH3:34])=[O:32])[CH:26]=[N:27][CH:28]=1>>[Cl:37][C:24]1[C:23]([C:8]2[CH:7]=[C:6]3[C:11](=[CH:10][CH:9]=2)[N:2]([CH3:1])[C:3](=[O:21])[CH2:4][CH2:5]3)=[CH:28][N:27]=[CH:26][C:25]=1[CH2:29][NH:30][S@@:31]([C:33]([CH3:36])([CH3:35])[CH3:34])=[O:32]. Reported procedure: In analogy to the procedure described for the preparation of example 45, 1-methyl-6-(4,4,5,5-tetramethyl-[1,3,2]dioxaborolan-2-yl)-3,4-dihydro-1H-quinolin-2-one (intermediate A-1) has been coupled to (R)—N-((5-bromo-4-chloropyridin-3-yl)methyl)-2-methylpropane-2-sulfinamide (intermediate A-58) to give the title compound as an orange solid. MS: 406.4 (M+H+). Reactants: [S-]C#N.[NH4+] (ammonium thiocyanate), O (water), C(C1=CC=CC=C1)(=O)Cl (benzoyl chloride), C1(CC1)C(C1=CC=C(C=C1)Br)NCCC (N-(α-cyclopropyl-4-bromobenzyl)-N-propylamine), C1(CC1)C(C1=CC=C(C=C1)Br)NCCC (N-(α-cyclopropyl-4-bromobenzyl)-N-propylamine). The solvent is CC(=O)C (acetone), CC(=O)C (acetone). Conditions: temperature 0 celsius, time 15 minute. Yields the product C(C1=CC=CC=C1)(=O)NC(N(CCC)C(C1=CC=C(C=C1)Br)C1CC1)=S (N'-benzoyl-N-(α-cyclopropyl-4-bromobenzyl)-N-propylthiourea). The yield is 87.0%. Reaction SMILES: [S-:1][C:2]#[N:3].[NH4+].[C:5](Cl)(=[O:12])[C:6]1[CH:11]=[CH:10][CH:9]=[CH:8][CH:7]=1.[CH:14]1([CH:17]([NH:25][CH2:26][CH2:27][CH3:28])[C:18]2[CH:23]=[CH:22][C:21]([Br:24])=[CH:20][CH:19]=2)[CH2:16][CH2:15]1.O>CC(C)=O>[C:5]([NH:3][C:2](=[S:1])[N:25]([CH:17]([CH:14]1[CH2:15][CH2:16]1)[C:18]1[CH:19]=[CH:20][C:21]([Br:24])=[CH:22][CH:23]=1)[CH2:26][CH2:27][CH3:28])(=[O:12])[C:6]1[CH:11]=[CH:10][CH:9]=[CH:8][CH:7]=1 |f:0.1|. Reported procedure: 10.15 g of ammonium thiocyanate are suspended in 60 ml of acetone and the suspension is cooled to 0° C. 14.2 ml of benzoyl chloride dissolved in 15 ml of acetone are slowly added thereto. The mixture is left stirring for 15 minutes, followed by addition of 29 g of N-(α-cyclopropyl-4-bromobenzyl)-N-propylamine (Compound 32). The mixture is allowed to return to room temperature and stirring is continued for 2 hours. 20 ml of water are then added, followed by concentrating to the maximum extent. Th... Starting materials: C(C)(=O)N[C@H]1[C@@H](OCC2=CC=CC=C2)O[C@@H]([C@H]([C@@H]1OCC(CO)O)OCC1=CC=CC=C1)COCC1=CC=CC=C1 (Benzyl 2-acetamido-4,6-di-O-benzyl-2-deoxy-3-O-(2,3-dihydroxypropyl)-α-D-glucopyranoside), C(C)(=O)OC(C)=O (acetic anhydride), ClCCl.N1=CC=CC=C1 (dichloromethane pyridine), CO (methanol). Reagents/catalysts: CN(C1=CC=NC=C1)C (4-dimethylaminopyridine). Reaction conditions: time 8 hour. Product: C(C)(=O)N[C@H]1[C@@H](OCC2=CC=CC=C2)O[C@@H]([C@H]([C@@H]1OCC(COC(C)=O)OC(C)=O)OCC1=CC=CC=C1)COCC1=CC=CC=C1 (Benzyl 2-acetamido-3-O-(2,3-diacetoxypropyl)-4,6-di-O-benzyl-2-deoxy-α-D-glucopyranoside). Isolated yield 94.0%. As a reaction SMILES: [C:1]([NH:4][C@@H:5]1[C@@H:18]([O:19][CH2:20][CH:21]([OH:24])[CH2:22][OH:23])[C@H:17]([O:25][CH2:26][C:27]2[CH:32]=[CH:31][CH:30]=[CH:29][CH:28]=2)[C@@H:16]([CH2:33][O:34][CH2:35][C:36]2[CH:41]=[CH:40][CH:39]=[CH:38][CH:37]=2)[O:15][C@@H:6]1[O:7][CH2:8][C:9]1[CH:14]=[CH:13][CH:12]=[CH:11][CH:10]=1)(=[O:3])[CH3:2].[C:42](OC(=O)C)(=[O:44])[CH3:43].C[OH:50].ClCCl.N1[CH:59]=[CH:58]C=CC=1>CN(C)C1C=CN=CC=1>[C:1]([NH:4][C@@H:5]1[C@@H:18]([O:19][CH2:20][CH:21]([O:24][C:58](=[O:50])[CH3:59])[CH2:22][O:23][C:42](=[O:44])[CH3:43])[C@H:17]([O:25][CH2:26][C:27]2[CH:28]=[CH:29][CH:30]=[CH:31][CH:32]=2)[C@@H:16]([CH2:33][O:34][CH2:35][C:36]2[CH:41]=[CH:40][CH:39]=[CH:38][CH:37]=2)[O:15][C@@H:6]1[O:7][CH2:8][C:9]1[CH:10]=[CH:11][CH:12]=[CH:13][CH:14]=1)(=[O:3])[CH3:2] |f:3.4|. Procedure: To a stirred solution of 6 (566 mg, 1 mmol) and 4-dimethylaminopyridine (12 mg, 0.1 mmol) in a mixture of dry dichloromethane-pyridine (25:1, 21 ml) acetic anhydride (380 μl, 4 mmol) was slowly added at 0° C. and the mixture was stirred at the same temperature for 1 h and at room temperature overnight. The mixture was cooled to 0° C., methanol (2 ml, 50 mmol) was added and the stirring was continued at room temperature for 2 h. Then the mixture was evaporated and the residue was co-evaporated wi... Starting materials: C(C=C)(=O)OCC (ethyl acrylate), C([O-])([O-])=O.[K+].[K+] (potassium carbonate), Cl.NC1C(N(C2=CC(=CC=C12)OC)CCCCC)=O (3-amino-2,3-dihydro-6-methoxy-2-oxo-1-pentyl-1H-indole hydrochloride). Run in CS(=O)C (dimethyl sulfoxide). Conditions: time 3 hour. The product is NC1(C(N(C2=CC(=CC=C12)OC)CCCCC)=O)CCC(=O)OCC (ethyl 3-[3-amino-2,3-dihydro-6-methoxy-2-oxo-1-pentyl-1H-indol-3-yl]-propionate). RXN SMILES: [C:1]([O:5][CH2:6][CH3:7])(=[O:4])[CH:2]=[CH2:3].C(=O)([O-])[O-].[K+].[K+].Cl.[NH2:15][CH:16]1[C:24]2[C:19](=[CH:20][C:21]([O:25][CH3:26])=[CH:22][CH:23]=2)[N:18]([CH2:27][CH2:28][CH2:29][CH2:30][CH3:31])[C:17]1=[O:32]>CS(C)=O>[NH2:15][C:16]1([CH2:3][CH2:2][C:1]([O:5][CH2:6][CH3:7])=[O:4])[C:24]2[C:19](=[CH:20][C:21]([O:25][CH3:26])=[CH:22][CH:23]=2)[N:18]([CH2:27][CH2:28][CH2:29][CH2:30][CH3:31])[C:17]1=[O:32] |f:1.2.3,4.5|. Reported procedure: Under argon atmosphere, 0.85 ml of ethyl acrylate and 1.94 g of potassium carbonate were added to 2.00 g of 3-amino-2,3-dihydro-6-methoxy-2-oxo-1-pentyl-1H-indole hydrochloride dissolved in 40 ml of dimethyl sulfoxide, the mixture was stirred at room temperature for 3 hours. The reaction mixture was extracted with ethyl acetate, and the extract was washed and dried. Insolubles were removed by filtration, and the filtrate was concentrated. The residue was purified by silica gel column chromatogra... The reactants are C(=O)=O (dry ice), CCOCC (ether), CC1=C(C(=O)C2=C(C1=O)N3C[C@H]4[C@@H]([C@@]3([C@@H]2COC(=O)N)OC)N4)OC (mitomycin A), solution, [OH-].[K+] (KOH). Run in C(C#C)O (propargyl alcohol), C(Cl)(Cl)Cl.CC(=O)C (CHCl3 acetone), C(C#C)O (propargyl alcohol), C(C#C)O (propargyl alcohol). Yields the product C(N)(O)=O.OCC1C2(N(C=3C(C(=C(C(C13)=O)OCC#C)C)=O)CC1C2N1)OC (1,1a,2,8,8a,8b-Hexahydro-8-(hydroxymethyl)-8a-methoxy-5-methyl-6-(propargyloxy)-azirino[2',3':3,4]pyrrolo[1,2-a]indole-4,7-dione carbamate). Isolated yield 31.0%. Reaction SMILES: [CH3:1][C:2]1[C:8](=[O:9])[C:7]2[N:10]3[C@@:14]([O:21][CH3:22])([C@H:15]([CH2:16][O:17][C:18]([NH2:20])=[O:19])[C:6]=2[C:4](=[O:5])[C:3]=1[O:24][CH3:25])[C@H:13]1[NH:23][C@H:12]1[CH2:11]3.[OH-].[K+].C(=O)=O.[CH3:31][CH2:32]OCC>C(O)C#C.C(Cl)(Cl)Cl.CC(C)=O>[C:18](=[O:17])([OH:19])[NH2:20].[OH:17][CH2:16][CH:15]1[C:6]2[C:4](=[O:5])[C:3]([O:24][CH2:25][C:31]#[CH:32])=[C:2]([CH3:1])[C:8](=[O:9])[C:7]=2[N:10]2[CH2:11][CH:12]3[NH:23][CH:13]3[C:14]12[O:21][CH3:22] |f:1.2,6.7,8.9|. Procedure: A solution of mitomycin A (100 mg or 0.286 mmole) in 4 ml of propargyl alcohol was stirred at room temperature and under nitrogen for 45 minutes with 500 mg of a 1.6% solution of KOH in propargyl alcohol. The reaction mixture was decomposed with excess dry ice while immersing the flask into a water bath at room temperature. It was then isolated on a silica gel plate using ether, which elutes the propargyl alcohol to the top of the plate (the plate was developed several times), followed by CHCl3 ...